Dataset: the Open Reaction Database (ORD), a public repository of structured organic reaction records. Task: describe an organic reaction: reactants, conditions, products, and yield Starting materials: FC1=C(C=CC=C1)COC1=C(C=C(C=C1)[C@H]1CC[C@](N1C(=O)OC(C)(C)C)(C(=O)OC)CO)OC (1-(1,1-dimethylethyl) 2-methyl (2R,5R)-5-[4-{[(2-fluorophenyl)methyl]oxy}-3-(methyloxy)phenyl]-2-(hydroxymethyl)-1,2-pyrrolidinedicarboxylate), CI (methyl iodide), [H-].[Na+] (NaH). Solvent: CN(C)C=O (DMF). Reaction conditions: time 1.5 hour. Product: FC1=C(C=CC=C1)COC1=C(C=C(C=C1)[C@H]1CC[C@](N1C(=O)OC(C)(C)C)(C(=O)OC)COC)OC (1-(1,1-Dimethylethyl) 2-methyl (2R,5R)-5-[4-{[(2-fluorophenyl)methyl]oxy}-3-(methyloxy)phenyl]-2-[(methyloxy)methyl]-1,2-pyrrolidinedicarboxylate). Isolated yield 85.1%. As a reaction SMILES: [F:1][C:2]1[CH:7]=[CH:6][CH:5]=[CH:4][C:3]=1[CH2:8][O:9][C:10]1[CH:15]=[CH:14][C:13]([C@@H:16]2[N:20]([C:21]([O:23][C:24]([CH3:27])([CH3:26])[CH3:25])=[O:22])[C@:19]([CH2:32][OH:33])([C:28]([O:30][CH3:31])=[O:29])[CH2:18][CH2:17]2)=[CH:12][C:11]=1[O:34][CH3:35].[CH3:36]I.[H-].[Na+]>CN(C=O)C>[F:1][C:2]1[CH:7]=[CH:6][CH:5]=[CH:4][C:3]=1[CH2:8][O:9][C:10]1[CH:15]=[CH:14][C:13]([C@@H:16]2[N:20]([C:21]([O:23][C:24]([CH3:25])([CH3:26])[CH3:27])=[O:22])[C@:19]([CH2:32][O:33][CH3:36])([C:28]([O:30][CH3:31])=[O:29])[CH2:18][CH2:17]2)=[CH:12][C:11]=1[O:34][CH3:35] |f:2.3|. Reported procedure: To a solution of 1-(1,1-dimethylethyl) 2-methyl (2R,5R)-5-[4-{[(2-fluorophenyl)methyl]oxy}-3-(methyloxy)phenyl]-2-(hydroxymethyl)-1,2-pyrrolidinedicarboxylate (D62, 170 mg, 0.35 mmol) and methyl iodide (44 μl, 0.70 mmol) in dry DMF (2 ml) at 0° C. was added NaH (60% dispersion in mineral oil) (21 mg, 0.52 mmol) and the mixture was stirred for 1.5 h from 0° C. to r.t. The reaction was quenched with brine and extracted with ethyl acetate. The organic layer was washed three times with ice cold brin... Starting materials: COC(C1=CC=C(C=C1)C=C(C1=CC=C(C=C1)CC(C)C)C(=O)OCC1=CC=CC=C1)=O (4-[2-Benzyloxycarbonyl-2-(4-isobutyl-phenyl)-vinyl]-benzoic acid methyl ester). Reagents/catalysts: [Pd] (palladium on activated carbon). Run in C(C)(=O)O (acetic acid). Conditions: time 18 hour. Product: COC(C1=CC=C(C=C1)CC(C1=CC=C(C=C1)CC(C)C)C(=O)O)=O (4-[2-Carboxy-2-(4-isobutyl-phenyl)-ethyl]-benzoic acid methyl ester). As a reaction SMILES: [CH3:1][O:2][C:3](=[O:32])[C:4]1[CH:9]=[CH:8][C:7]([CH:10]=[C:11]([C:22]([O:24]CC2C=CC=CC=2)=[O:23])[C:12]2[CH:17]=[CH:16][C:15]([CH2:18][CH:19]([CH3:21])[CH3:20])=[CH:14][CH:13]=2)=[CH:6][CH:5]=1>C(O)(=O)C.[Pd]>[CH3:1][O:2][C:3](=[O:32])[C:4]1[CH:5]=[CH:6][C:7]([CH2:10][CH:11]([C:22]([OH:24])=[O:23])[C:12]2[CH:17]=[CH:16][C:15]([CH2:18][CH:19]([CH3:21])[CH3:20])=[CH:14][CH:13]=2)=[CH:8][CH:9]=1. Procedure details: To a stirred solution of 4-[2-Benzyloxycarbonyl-2-(4-isobutyl-phenyl)-vinyl]-benzoic acid methyl ester (1.8 g, 4.2 mmol) in acetic acid (30 mL) was added palladium on activated carbon (˜150 mg). The flask was purged with hydrogen and stirred under hydrogen atmosphere for 18 h. TLC and LC/MS analysis indicated that the reaction had gone to completion. The reaction was filtered through celite and concentrated by rotary evaporation. Toluene (100 mL) was added and the reaction was concentrated to dr... Reactants: CC1=C(C(=O)C2=C(C1=O)N3C[C@H]4[C@@H]([C@@]3([C@@H]2COC(=O)N)O)N4C)N (9-epi-mitomycin D), N12CCCN=CC2CCCC1 (1,5-diazabicyclo[5,4,0]undec-5-ene). Solvent: O1CCCC1 (tetrahydrofuran). Product: CC1=C(C(=O)C2=C(C1=O)N3C[C@H]4[C@@H]([C@@]3(C2=C)O)N4C)N (9a-O-demethyl-mitomycin G). Isolated yield 53.8%. Reaction SMILES: [CH3:1][C:2]1[C:8](=[O:9])[C:7]2[N:10]3[C@@:14]([OH:21])([C@H:15]([CH2:16]OC(N)=O)[C:6]=2[C:4](=[O:5])[C:3]=1[NH2:24])[C@H:13]1[N:22]([CH3:23])[C@H:12]1[CH2:11]3.N12CCCCC1C=NCCC2>O1CCCC1>[CH3:1][C:2]1[C:8](=[O:9])[C:7]2[N:10]3[C@@:14]([OH:21])([C:15](=[CH2:16])[C:6]=2[C:4](=[O:5])[C:3]=1[NH2:24])[C@H:13]1[N:22]([CH3:23])[C@H:12]1[CH2:11]3. Procedure: 9-epi-mitomycin D (10 mg) was dissolved in tetrahydrofuran (0.5 ml). To the solution was added 1,5-diazabicyclo[5,4,0]undec-5-ene (20 mg) and the solution was refluxed for 18 hours. After completion of the reaction, the solvent was removed by evaporation in vacuo, and the residue was purified by silica gel column chromatography using a solvent system of chloroform and acetone (3:2 v/v) to give the desired dark green needle crystals (4.4 mg; yield 53.8%) having the following physical characterist... The reactants are OCC1COC(OC1)(C)C (5-hydroxymethyl-2,2-dimethyl-1,3-dioxane), C(C1=CC=CC=C1)Br (benzylbromide), [H-].[Na+] (NaH). The solvent is COCCOC (DME), COCCOC (DME), COCCOC (DME). Reaction conditions: temperature 0 celsius, time 0.5 hour. Product: C(C1=CC=CC=C1)OCC1COC(OC1)(C)C (5-benzyloxymethyl-2,2-dimethyl-1,3-dioxane). The yield is 72.0%. RXN SMILES: [OH:1][CH2:2][CH:3]1[CH2:8][O:7][C:6]([CH3:10])([CH3:9])[O:5][CH2:4]1.[H-].[Na+].[CH2:13](Br)[C:14]1[CH:19]=[CH:18][CH:17]=[CH:16][CH:15]=1>COCCOC>[CH2:13]([O:1][CH2:2][CH:3]1[CH2:8][O:7][C:6]([CH3:10])([CH3:9])[O:5][CH2:4]1)[C:14]1[CH:19]=[CH:18][CH:17]=[CH:16][CH:15]=1 |f:1.2|. Procedure details: A solution of 5-hydroxymethyl-2,2-dimethyl-1,3-dioxane (cf:Bates, H. A.; Farina, J.; Tong, M. J. Org. Chem. 1986, 51, 2637, 3.0 g, 20.5 mmol) in 25 mL of dry DME under argon was added via cannula to a slurry of NaH (0.740 g, 80% dispersion in oil, 24.6 mmol) in 60 mL of dry DME cooled to 0° C. The resulting grey slurry was stirred at room temperature for 0.5 h, then recooled to 0° C., and treated with a solution of benzylbromide (4.56 g, 26.7 mmol) in 20 mL of DME. The reaction mixture was stirr... As a reaction SMILES: C1(C(C2CCCCCCCCC2)=C(C2CCCCCCCCC2)C([O-])=O)CCCCCCCCC1.C(O)(=O)C(C)=C.[C:42]([O:47][CH2:48][CH2:49][O:50][CH2:51][CH2:52]OC(CCC)=O)(=[O:46])[C:43]([CH3:45])=[CH2:44]>>[C:42]([O:47][CH2:48][CH2:49][O:50][CH2:51][CH3:52])(=[O:46])[C:43]([CH3:45])=[CH2:44]. Yields the product C(C(=C)C)(=O)OCCOCC (ethoxyethyl methacrylate). Procedure details: In the same way as the embodiment 1, synthesis of terpolymer was performed using 3.4 grams (0.0166 mols) of tricyclodecanylacrylate, 0.7 grams (0.0083 mols) of methacrylic acid, and 4 grams (0.0166 mols) of propylcarbonyloxyethoxyethyl methacrylate, which is a compound having been obtained in the synthesis example 10, in place of ethoxyethyl methacrylate. As a result, there was obtained 4.86 grams of poly (tricyclodecylacrylate-propylcarbonyloxyethoxyethyl methacrylate-methacrylic acid). The yie... The reactants are C1(CCCCCCCCC1)C(=C(C(=O)[O-])C1CCCCCCCCC1)C1CCCCCCCCC1 (tricyclodecanylacrylate), C(C(=C)C)(=O)O (methacrylic acid), C(C(=C)C)(=O)OCCOCCOC(=O)CCC (propylcarbonyloxyethoxyethyl methacrylate). Reactants: COC(C1=CC=C(C=C1)C=1C=NC(NC1)=O)=O (4-(2-Oxo-pyrimidin-5-yl)-benzoic acid methyl ester). The reagents and catalysts are [Pd] (Pd on carbon). The solvent is CN(C)C=O (DMF), CO (methanol). Conditions: time 3 hour. Yields the product COC(C1=CC=C(C=C1)C1CNC(NC1)=O)=O (4-(2-oxo-hexahydro-pyrimidin-5-yl)-benzoic acid methyl ester). Yield: 54.5%. Reaction SMILES: [CH3:1][O:2][C:3](=[O:17])[C:4]1[CH:9]=[CH:8][C:7]([C:10]2[CH:11]=[N:12][C:13](=[O:16])[NH:14][CH:15]=2)=[CH:6][CH:5]=1>CN(C=O)C.CO.[Pd]>[CH3:1][O:2][C:3](=[O:17])[C:4]1[CH:5]=[CH:6][C:7]([CH:10]2[CH2:11][NH:12][C:13](=[O:16])[NH:14][CH2:15]2)=[CH:8][CH:9]=1. Procedure: To a solution of 4-(2-oxo-pyrimidin-5-yl)-benzoic acid methyl ester (761 mg, 3.3 mmol, reference example 19c) in DMF (20 mL) and methanol (5 mL) was added Pd on carbon (250 mg, 10% w/w). The resulting mixtured was stirred under an atmosphere of hydrogen gas for 3 h. This mixture is purged with nitrogen gas then filtered through celite. The filtrate is concentrated and the residue purified by flash chromatography (eluting with 5% methanol in dichloromethane) to give the title compound (421 mg) as...